The task is: describe an organic reaction: reactants, conditions, products, and yield. This data is from the Open Reaction Database (ORD), a public repository of structured organic reaction records. Reactants: Cc1cc2c(O)cccc2n1Cc1ccccc1, CCOC(=O)C(Br)C(C)C, CN(C)C=O, CCOC(C)=O, [H-], [Na+]. Yields the product CCOC(=O)C(Oc1cccc2c1cc(C)n2Cc1ccccc1)C(C)C. As a reaction SMILES: [CH2:1]([c:2]1[cH:3][cH:4][cH:5][cH:6][cH:7]1)[n:8]1[c:9]([CH3:18])[cH:10][c:11]2[c:12]([OH:17])[cH:13][cH:14][cH:15][c:16]12.[CH2:21]([CH3:22])[O:23][C:24]([CH:25]([CH:26]([CH3:27])[CH3:28])[Br:29])=[O:30].[CH3:31][N:32]([CH3:33])[CH:34]=[O:35].[CH3:36][CH2:37][O:38][C:39](=[O:40])[CH3:41].[H-:19].[Na+:20]>>[CH2:1]([c:2]1[cH:3][cH:4][cH:5][cH:6][cH:7]1)[n:8]1[c:9]([CH3:18])[cH:10][c:11]2[c:12]([O:17][CH:25]([C:24]([O:23][CH2:21][CH3:22])=[O:30])[CH:26]([CH3:27])[CH3:28])[cH:13][cH:14][cH:15][c:16]12. Starting materials: O.OO (hydrogen peroxide water), FC1=NC=C(C=C1F)B1OC(C(O1)(C)C)(C)C (2,3-difluoro-5-(4,4,5,5-tetramethyl-1,3,2-dioxaborolan-2-yl)pyridine). The solvent is O1CCCC1 (tetrahydrofuran), O (water). Run at time 2 hour. Product: FC=1C=C(C=NC1F)O (5,6-difluoropyridin-3-ol). The yield is 29.6%. As a reaction SMILES: [OH2:1].OO.[F:4][C:5]1[C:10]([F:11])=[CH:9][C:8](B2OC(C)(C)C(C)(C)O2)=[CH:7][N:6]=1>O1CCCC1.O>[F:11][C:10]1[CH:9]=[C:8]([OH:1])[CH:7]=[N:6][C:5]=1[F:4] |f:0.1|. Reported procedure: A mixture of hydrogen peroxide water (1.50 mL, 13.2 mmol) and 2,3-difluoro-5-(4,4,5,5-tetramethyl-1,3,2-dioxaborolan-2-yl)pyridine (2.8 g) in tetrahydrofuran (15 mL) was stirred at room temperature for 2 h, then diluted with water and extracted with ethyl acetate. Combined organic portions were washed with aqueous 5% sodium thiosulfate solution and saturated saline water, dried over anhydrous sodium sulfate and concentrated. Purification via Biotage Spla HPFC system (C18, mobile phase: 0.01% NH4... Reactants: [H][H], [Li+], NS(=O)(=O)c1cc(C(=O)O)cc([N+](=O)[O-])c1OCC(F)(F)F, [OH-], O. The product is Nc1cc(C(=O)O)cc(S(N)(=O)=O)c1OCC(F)(F)F. As a reaction SMILES: [H:25][H:26].[Li+:23].[N+:1]([O-:2])(=[O:3])[c:4]1[cH:5][c:6]([C:7](=[O:8])[OH:9])[cH:10][c:11]([S:19]([NH2:20])(=[O:21])=[O:22])[c:12]1[O:13][CH2:14][C:15]([F:16])([F:17])[F:18].[OH-:24].[OH2:27]>>[NH2:1][c:4]1[cH:5][c:6]([C:7](=[O:8])[OH:9])[cH:10][c:11]([S:19]([NH2:20])(=[O:21])=[O:22])[c:12]1[O:13][CH2:14][C:15]([F:16])([F:17])[F:18]. The reactants are NC=1C=C2C=CNC(C2=CC1)=O (6-Amino-2H-isoquinolin-1-one), C(C1=CC=CC=C1)N=C=O (benzyl isocyanate). Run in CC(=O)N(C)C (DMA). Run at temperature 60 celsius, time 8 hour. Yields the product C(C1=CC=CC=C1)NC(=O)NC=1C=C2C=CNC(C2=CC1)=O (1-benzyl-3-(1-oxo-1,2-dihydro-isoquinolin-6-yl)-urea). Reaction SMILES: [NH2:1][C:2]1[CH:3]=[C:4]2[C:9](=[CH:10][CH:11]=1)[C:8](=[O:12])[NH:7][CH:6]=[CH:5]2.[CH2:13]([N:20]=[C:21]=[O:22])[C:14]1[CH:19]=[CH:18][CH:17]=[CH:16][CH:15]=1>CC(N(C)C)=O>[CH2:13]([NH:20][C:21]([NH:1][C:2]1[CH:3]=[C:4]2[C:9](=[CH:10][CH:11]=1)[C:8](=[O:12])[NH:7][CH:6]=[CH:5]2)=[O:22])[C:14]1[CH:19]=[CH:18][CH:17]=[CH:16][CH:15]=1. Reported procedure: 6-Amino-2H-isoquinolin-1-one (0.2 mmol, 39 mg) and benzyl isocyanate (0.2 mmol, 27 mg) were dissolved in 1 mL DMA. The mixture was allowed to stir at 60° C. overnight. The product was obtained by HPLC purification. MS (M+1) 294. Reactants: CC(C)c1[nH][nH]c(=O)c1Cc1ccccc1, CC(=O)O, O=CO, C1CCOC1. Yields the product CC(C)c1c(Cc2ccccc2)c(=O)[nH]n1C=O. Reaction SMILES: [CH2:1]([c:2]1[cH:3][cH:4][cH:5][cH:6][cH:7]1)[c:8]1[c:9](=[O:16])[nH:10][nH:11][c:12]1[CH:13]([CH3:14])[CH3:15].[CH3:20][C:21](=[O:22])[OH:23].[CH:17](=[O:18])[OH:19].[O:24]1[CH2:25][CH2:26][CH2:27][CH2:28]1>>[CH2:1]([c:2]1[cH:3][cH:4][cH:5][cH:6][cH:7]1)[c:8]1[c:9](=[O:16])[nH:10][n:11]([CH:17]=[O:18])[c:12]1[CH:13]([CH3:14])[CH3:15]. The reactants are CC(Cl)OC(=O)Oc1ccc([N+](=O)[O-])cc1, CC(=O)[O-], CC(=O)O, [Hg+]. The product is CC(=O)OC(C)OC(=O)Oc1ccc([N+](=O)[O-])cc1. As a reaction SMILES: [C:1]([O:2][CH:3]([CH3:4])[Cl:5])([O:6][c:7]1[cH:8][cH:9][c:10]([N+:13](=[O:14])[O-:15])[cH:11][cH:12]1)=[O:16].[C:21]([O-:22])(=[O:23])[CH3:24].[CH3:17][C:18]([OH:19])=[O:20].[Hg+:25]>>[C:1]([O:2][CH:3]([CH3:4])[O:20][C:18]([CH3:17])=[O:19])([O:6][c:7]1[cH:8][cH:9][c:10]([N+:13](=[O:14])[O-:15])[cH:11][cH:12]1)=[O:16]. Starting materials: amine, N(=[N+]=[N-])C1CCC2=CC(=CC=C12)C=1SC=CC1 (2-(1-azido-2,3-dihydro-1H-indene-5-yl)thiophene), O.O.[Sn](Cl)(Cl)(Cl)Cl (tin chloride dihydrate). Solvent: C(C)(=O)OCC (ethyl acetate), CO (methanol). Conditions: time 8 hour. The product is S1C(=CC=C1)C=1C=C2CCC(C2=CC1)N ([5-(2-thienyl)-2,3-dihydro-1H-indene-1-yl]amine). Yield: 70.4%. As a reaction SMILES: [N:1]([CH:4]1[C:12]2[C:7](=[CH:8][C:9]([C:13]3[S:14][CH:15]=[CH:16][CH:17]=3)=[CH:10][CH:11]=2)[CH2:6][CH2:5]1)=[N+]=[N-].O.O.[Sn](Cl)(Cl)(Cl)Cl>CO.C(OCC)(=O)C>[S:14]1[CH:15]=[CH:16][CH:17]=[C:13]1[C:9]1[CH:8]=[C:7]2[C:12](=[CH:11][CH:10]=1)[CH:4]([NH2:1])[CH2:5][CH2:6]2 |f:1.2.3|. Procedure: 5-(2-thienyl)-2,3-dihydro-1H-indene-1-yl)amine: To a solution of 2-(1-azido-2,3-dihydro-1H-indene-5-yl)thiophene (0.24 g, 0.99 mmol) in methanol (2mL) was added solid tin chloride dihydrate (0.45 g, 1.99 mmol) at room temperature under nitrogen. The reaction was stirred at room temperature overnight. The crude reaction mixture was poured into a separatory funnel and diluted with ethyl acetate (250 mL). The organic layer was washed with 2.0 N aqueous sodium hydroxide (50 mL), saturated aqueous so... As a reaction SMILES: [CH2:1]([CH3:2])[O:3][C:4]([C:5](=[CH:6][c:7]1[c:8]([F:33])[cH:9][c:10]([C:14]([NH:15][c:16]2[s:17][c:18]3[c:19]([n:20]2)-[c:21]2[cH:22][cH:23][cH:24][c:25]([CH:29]([CH3:30])[CH3:31])[c:26]2[O:27][CH2:28]3)=[O:32])[cH:11][c:12]1[F:13])[CH3:34])=[O:35].[CH2:41]1[O:42][CH2:43][CH2:44][CH2:45]1.[CH3:36][OH:37].[ClH:40].[Na+:39].[OH-:38]>>[O:3]=[C:4]([C:5](=[CH:6][c:7]1[c:8]([F:33])[cH:9][c:10]([C:14]([NH:15][c:16]2[s:17][c:18]3[c:19]([n:20]2)-[c:21]2[cH:22][cH:23][cH:24][c:25]([CH:29]([CH3:30])[CH3:31])[c:26]2[O:27][CH2:28]3)=[O:32])[cH:11][c:12]1[F:13])[CH3:34])[OH:35]. Reactants: CCOC(=O)C(C)=Cc1c(F)cc(C(=O)Nc2nc3c(s2)COc2c-3cccc2C(C)C)cc1F, C1CCOC1, CO, Cl, [Na+], [OH-]. The product is CC(=Cc1c(F)cc(C(=O)Nc2nc3c(s2)COc2c-3cccc2C(C)C)cc1F)C(=O)O.